Dataset: the Open Reaction Database (ORD), a public repository of structured organic reaction records. Task: describe an organic reaction: reactants, conditions, products, and yield RXN SMILES: [S:1]1[CH2:6][CH:5]=[C:4]([C:7]2[CH:12]=[CH:11][C:10]([N:13]3[CH2:17][C@H:16]([CH2:18][N:19]=[N+:20]=[N-:21])[O:15][C:14]3=[O:22])=[CH:9][C:8]=2[F:23])[CH2:3][CH2:2]1.I([O-])(=O)(=O)=[O:25].[Na+]>CO.C(OC(=O)C)C.O>[O:25]=[S:1]1[CH2:2][CH:3]=[C:4]([C:7]2[CH:12]=[CH:11][C:10]([N:13]3[CH2:17][C@H:16]([CH2:18][N:19]=[N+:20]=[N-:21])[O:15][C:14]3=[O:22])=[CH:9][C:8]=2[F:23])[CH2:5][CH2:6]1 |f:1.2,3.4|. Reported procedure: (5R)-3-[4-(3,6-Dihydro-2H-thiopyran-4-yl)-3-fluorophenyl]-5-azidomethyloxazolidin-2-one (2.3 g, 6.5 mmol) (see WO 01/81350) was dissolved in methanol/ethylacetate (1:1, 100 ml) and sodium periodate (1.75 g, 8.2 mmol) dissolved in water (20 ml) was added dropwise over 1 hour. The reaction mixture was stirred for 7 hours at room temperature, filtered to remove most of the salts and the methanol was evaporated under vacuum. The aqueous solution thus obtained was extracted with ethylacetate, dried o... Solvent: CO.C(C)OC(C)=O (methanol ethylacetate), O (water). Reaction conditions: time 7 hour. Starting materials: S1CCC(=CC1)C1=C(C=C(C=C1)N1C(O[C@H](C1)CN=[N+]=[N-])=O)F ((5R)-3-[4-(3,6-Dihydro-2H-thiopyran-4-yl)-3-fluorophenyl]-5-azidomethyloxazolidin-2-one), I(=O)(=O)(=O)[O-].[Na+] (sodium periodate). The product is O=S1CCC(=CC1)C1=C(C=C(C=C1)N1C(O[C@H](C1)CN=[N+]=[N-])=O)F ((5R)-3-[4-(1(R,S)-Oxo-3,6-dihydro-2H-thiopyran-4-yl)-3-fluorophenyl]-5-azidomethyloxazolidin-2-one). Yield: 95.7%. The solvent is C(Cl)Cl (CH2Cl2). Isolated yield 100.9%. Conditions: time 8 hour. The reagents and catalysts are O=[Mn]=O (MnO2). Reported procedure: To a solution of 5-ethyl-6-nitro-2,3-dihydro-1H-indole (1.9 g, 9.9 mmol) in CH2Cl2 (30 mL) was added MnO2 (4 g, 46 mmol). The mixture was stirred at room temperature for 8 h. The solid was filtered off and the filtrate was concentrated to dryness to give crude 5-ethyl-6-nitro-1H-indole (1.9 g, quant.). The reactants are C(C)C=1C=C2CCNC2=CC1[N+](=O)[O-] (5-ethyl-6-nitro-2,3-dihydro-1H-indole). As a reaction SMILES: [CH2:1]([C:3]1[CH:4]=[C:5]2[C:9](=[CH:10][C:11]=1[N+:12]([O-:14])=[O:13])[NH:8][CH2:7][CH2:6]2)[CH3:2]>C(Cl)Cl.O=[Mn]=O>[CH2:1]([C:3]1[CH:4]=[C:5]2[C:9](=[CH:10][C:11]=1[N+:12]([O-:14])=[O:13])[NH:8][CH:7]=[CH:6]2)[CH3:2]. Yields the product C(C)C=1C=C2C=CNC2=CC1[N+](=O)[O-] (5-ethyl-6-nitro-1H-indole). Reactants: C(#N)C=1C=CC2=C(N(CC3=C(N2)N=C(C=C3)C(F)(F)F)S(=O)(=O)C3=CC=C(C=C3)C(C)(C)C)C1C (8-cyano-6-[(4-tert-butylphenyl)sulfonyl]-7-methyl-2-(trifluoromethyl)-6,11-dihydro-5H-pyrido[2,3-b][1,5]benzodiazepine), O.[OH-].[Li+] (lithium hydroxide monohydrate), O1CCOCC1.O (dioxane water). The solvent is CCOC(=O)C (EtOAc). Reaction conditions: temperature 100 celsius, time 30 minute. The product is C(C)(C)(C)C1=CC=C(C=C1)S(=O)(=O)N1CC2=C(NC3=C1C(=C(C=C3)C(=O)N)C)N=C(C=C2)C(F)(F)F (6-[(4-tert-Butylphenyl)sulfonyl]-7-methyl-2-(trifluoromethyl)-6,11-dihydro-5H-pyrido[2,3-b][1,5]benzodiazepine-8-carboxamide). RXN SMILES: [C:1]([C:3]1[CH:4]=[CH:5][C:6]2[NH:12][C:11]3[N:13]=[C:14]([C:17]([F:20])([F:19])[F:18])[CH:15]=[CH:16][C:10]=3[CH2:9][N:8]([S:21]([C:24]3[CH:29]=[CH:28][C:27]([C:30]([CH3:33])([CH3:32])[CH3:31])=[CH:26][CH:25]=3)(=[O:23])=[O:22])[C:7]=2[C:34]=1[CH3:35])#[N:2].O.[OH-].[Li+].[O:39]1CCOCC1.O>CCOC(C)=O>[C:30]([C:27]1[CH:28]=[CH:29][C:24]([S:21]([N:8]2[C:7]3[C:34]([CH3:35])=[C:3]([C:1]([NH2:2])=[O:39])[CH:4]=[CH:5][C:6]=3[NH:12][C:11]3[N:13]=[C:14]([C:17]([F:19])([F:20])[F:18])[CH:15]=[CH:16][C:10]=3[CH2:9]2)(=[O:22])=[O:23])=[CH:25][CH:26]=1)([CH3:31])([CH3:32])[CH3:33] |f:1.2.3,4.5|. Procedure: A mixture of 8-cyano-6-[(4-tert-butylphenyl)sulfonyl]-7-methyl-2-(trifluoromethyl)-6,11-dihydro-5H-pyrido[2,3-b][1,5]benzodiazepine (199 mg, 0.398 mmol) and lithium hydroxide monohydrate (50.1 mg, 2.295 mmol) in 1:1 dioxane-water was heated in a microwave reactor for 15 min at 100° C., followed by 30 min at 120° C. The reaction mixture was cooled to room temperature, diluted with EtOAc, and the organic layer was separated, washed with water, brine, dried over MgSO4 and concentrated. The residue ...